Dataset: the Open Reaction Database (ORD), a public repository of structured organic reaction records. Task: describe an organic reaction: reactants, conditions, products, and yield Reactants: NCCN1C=NC=2C(=NC=3C=CC=CC3C21)N (1-(2-aminoethyl)-1H-imidazo[4,5-c]quinolin-4-amine), C(CCC1=CC=CC=C1)(=O)Cl (hydrocinnamoyl chloride). Yields the product NC1=NC=2C=CC=CC2C2=C1N=CN2CCNC(CCC2=CC=CC=C2)=O (N1-[2-(4-amino-1H-imidazo[4,5-c]quinolin-1-yl)ethyl]-3-phenylpropanamide). Isolated yield 37.9%. Reaction SMILES: [NH2:1][CH2:2][CH2:3][N:4]1[C:16]2[C:15]3[CH:14]=[CH:13][CH:12]=[CH:11][C:10]=3[N:9]=[C:8]([NH2:17])[C:7]=2[N:6]=[CH:5]1.[C:18](Cl)(=[O:27])[CH2:19][CH2:20][C:21]1[CH:26]=[CH:25][CH:24]=[CH:23][CH:22]=1>>[NH2:17][C:8]1[C:7]2[N:6]=[CH:5][N:4]([CH2:3][CH2:2][NH:1][C:18](=[O:27])[CH2:19][CH2:20][C:21]3[CH:26]=[CH:25][CH:24]=[CH:23][CH:22]=3)[C:16]=2[C:15]2[CH:14]=[CH:13][CH:12]=[CH:11][C:10]=2[N:9]=1. Reported procedure: Using the method of Example 14, 1-(2-aminoethyl)-1H-imidazo[4,5-c]quinolin-4-amine (100 mg, 0.44 mmol) was reacted with hydrocinnamoyl chloride (0.065 mL, 0.44 mmol) to provide 0.06 g of N1-[2-(4-amino-1H-imidazo[4,5-c]quinolin-1-yl)ethyl]-3-phenylpropanamide as a white solid, m.p. 254-256° C. 1H NMR (500 MHz, DMSO-d6) δ 8.16 (d, J=8.0 Hz, 1H), 8.07 (t, J=6.0 Hz, 1H), 7.97 (s, 1H), 7.62 (dd, J=8.0, 1.0 Hz, 1H), 7.45 (dt, J=8.0, 1.0 Hz, 1H), 7.26 (m, 3H), 7.16 (m, 3H), 6.6 (broad s, 2H), 4.61 (t,... Reactants: C1CNC1, CS(=O)(=O)Nn1c(=O)[nH]c2cc([N+](=O)[O-])c(F)cc2c1=O. Reaction SMILES: [CH2:22]1[CH2:23][NH:24][CH2:25]1.[F:1][c:2]1[cH:3][c:4]2[c:5](=[O:21])[n:6]([NH:16][S:17](=[O:18])(=[O:19])[CH3:20])[c:7](=[O:15])[nH:8][c:9]2[cH:10][c:11]1[N+:12](=[O:13])[O-:14]>>[c:2]1([N:24]2[CH2:23][CH2:22][CH2:25]2)[cH:3][c:4]2[c:5](=[O:21])[n:6]([NH:16][S:17](=[O:18])(=[O:19])[CH3:20])[c:7](=[O:15])[nH:8][c:9]2[cH:10][c:11]1[N+:12](=[O:13])[O-:14]. Product: CS(=O)(=O)Nn1c(=O)[nH]c2cc([N+](=O)[O-])c(N3CCC3)cc2c1=O. Reactants: CC(C(C)(C)O1)(C)OB1C(C=C2)=CN3C2=NC=N3, BrC1=CC2=C(C=C1)C=CN2. The reagents and catalysts are CC(C)(C)C1=CC=C(C=C1)C2=CC=C(C=C2)C(C)(C)C, C(=O)([O-])[O-].[Na+].[Na+], C1=CC=C(C=C1)P(C2=CC=CC=C2)C3=CC=CC=C3.C1=CC=C(C=C1)P(C2=CC=CC=C2)C3=CC=CC=C3.C1=CC=C(C=C1)P(C2=CC=CC=C2)C3=CC=CC=C3.C1=CC=C(C=C1)P(C2=CC=CC=C2)C3=CC=CC=C3.[Pd]. Run in COCCOC, O (water), COCCOC. Run at temperature 85 celsius, time 24 hour. The product is C(C=C1)(C2=CC3=C(C=C2)C=CN3)=CN4C1=NC=N4. Isolated yield 49.0%. Reactants: C1(=CC=C(C=C1)S(=O)(=O)O)C (para-toluenesulphonic acid), C(C)C1(OCCO1)C1=CC=C(S1)COC=1C=CC(=C(C1)CO)CO ({5-[5-(2-ethyl-[1,3]dioxolan-2-yl)-2-thienylmethoxy]-2-hydroxymethylphenyl}methanol), C([O-])(O)=O.[Na+] (sodium bicarbonate). Run in CC(=O)C (acetone), O (water). Yields the product OCC=1C=C(OCC2=CC=C(S2)C(CC)=O)C=CC1CO (1-[5-(3,4-bis-Hydroxymethyl-phenoxymethyl)-2-thienyl]-1-propanone). RXN SMILES: [CH2:1]([C:3]1([C:8]2[S:12][C:11]([CH2:13][O:14][C:15]3[CH:16]=[CH:17][C:18]([CH2:23][OH:24])=[C:19]([CH2:21][OH:22])[CH:20]=3)=[CH:10][CH:9]=2)OCC[O:4]1)[CH3:2].C1(C)C=CC(S(O)(=O)=O)=CC=1.C(=O)(O)[O-].[Na+]>O.CC(C)=O>[OH:22][CH2:21][C:19]1[CH:20]=[C:15]([CH:16]=[CH:17][C:18]=1[CH2:23][OH:24])[O:14][CH2:13][C:11]1[S:12][C:8]([C:3](=[O:4])[CH2:1][CH3:2])=[CH:9][CH:10]=1 |f:2.3|. Reported procedure: 8 g (22.8 mmol) of {5-[5-(2-ethyl-[1,3]dioxolan-2-yl)-2-thienylmethoxy]-2-hydroxymethylphenyl}methanol are dissolved in 75 mL of water and 75 mL of acetone. 1 g of para-toluenesulphonic acid is then added and the reaction medium is refluxed for 1 hour. The reaction medium is treated with sodium bicarbonate solution and extracted with ethyl acetate. The organic phases are combined, washed with water, dried and concentrated under reduced pressure. A white powder (m.p.=123° C.) is obtained (m=6.9 g... Starting materials: C(CCCCCCCCCCC)NCCNCCNCCN (N-dodecyltriethylenetetramine), C(CC(=O)C)(=O)OC (methyl acetoacetate). Product: C(CCCCCCCCCCC)NCCNCCN1CCN=C(CC1=O)C (4-dodecylaminoethylaminoethyl-7-methyl-3,6-dihydro-2H-1,4-diazepin-5-one). Reaction SMILES: [CH2:1]([NH:13][CH2:14][CH2:15][NH:16][CH2:17][CH2:18][NH:19][CH2:20][CH2:21][NH2:22])[CH2:2][CH2:3][CH2:4][CH2:5][CH2:6][CH2:7][CH2:8][CH2:9][CH2:10][CH2:11][CH3:12].[C:23](OC)(=[O:28])[CH2:24][C:25]([CH3:27])=O>>[CH2:1]([NH:13][CH2:14][CH2:15][NH:16][CH2:17][CH2:18][N:19]1[C:23](=[O:28])[CH2:24][C:25]([CH3:27])=[N:22][CH2:21][CH2:20]1)[CH2:2][CH2:3][CH2:4][CH2:5][CH2:6][CH2:7][CH2:8][CH2:9][CH2:10][CH2:11][CH3:12]. Procedure: Into an apparatus similar to that in Example 1, were charged 314.5 g (1 mole) of N-dodecyltriethylenetetramine and 116.1 g (1 mole) of methyl acetoacetate. At 140° to 150° C., 18 g of water and 32 g of methanol were distilled off to obtain 4-dodecylaminoethylaminoethyl-7-methyl-3,6-dihydro-2H-1,4-diazepin-5-one. The reactants are COC(=O)C(CN1CC(O[Si](C)(C)C(C)(C)C)C1)Oc1ncnc2c1cnn2-c1c(Cl)cccc1Cl, C[Al](C)C, Cc1ccccc1, ClCCl, O, O=C(O)CC(O)(CC(=O)O)C(=O)O, Nc1ccccn1. Yields the product CC(C)(C)[Si](C)(C)OC1CN(CC(Oc2ncnc3c2cnn3-c2c(Cl)cccc2Cl)C(=O)Nc2ccccn2)C1. As a reaction SMILES: [C:12]([CH3:13])([CH3:14])([CH3:15])[Si:16]([O:17][CH:18]1[CH2:19][N:20]([CH2:22][CH:23]([C:24](=[O:25])[O:26][CH3:27])[O:28][c:29]2[c:30]3[c:31]([n:32][cH:33][n:34]2)[n:35](-[c:38]2[c:39]([Cl:45])[cH:40][cH:41][cH:42][c:43]2[Cl:44])[n:36][cH:37]3)[CH2:21]1)([CH3:46])[CH3:47].[CH3:1][Al:2]([CH3:3])[CH3:4].[CH3:61][c:62]1[cH:63][cH:64][cH:65][cH:66][cH:67]1.[Cl:69][CH2:70][Cl:71].[OH2:68].[OH:48][C:49]([CH2:50][C:51]([C:52](=[O:53])[OH:54])([CH2:55][C:56](=[O:57])[OH:58])[OH:59])=[O:60].[n:5]1[c:6]([NH2:11])[cH:7][cH:8][cH:9][cH:10]1>>[n:5]1[c:6]([NH:11][C:24]([CH:23]([CH2:22][N:20]2[CH2:19][CH:18]([O:17][Si:16]([C:12]([CH3:13])([CH3:14])[CH3:15])([CH3:46])[CH3:47])[CH2:21]2)[O:28][c:29]2[c:30]3[c:31]([n:32][cH:33][n:34]2)[n:35](-[c:38]2[c:39]([Cl:45])[cH:40][cH:41][cH:42][c:43]2[Cl:44])[n:36][cH:37]3)=[O:25])[cH:7][cH:8][cH:9][cH:10]1. Reactants: C(C)(=O)NC(C(=O)C1=CC=C(C=C1)Cl)C1=CC=C(C=C1)OC (2-acetylamino-1-(4-chlorophenyl)-2-(4-methoxyphenyl)ethanone). The solvent is C(C)O (ethanol), Cl (hydrochloric acid). The product is Cl.NC(C(=O)C1=CC=C(C=C1)Cl)C1=CC=C(C=C1)OC (2-amino-1-(4-chlorophenyl)-2-(4-methoxyphenyl)ethanone hydrochloride). Isolated yield 162.9%. As a reaction SMILES: C([NH:4][CH:5]([C:15]1[CH:20]=[CH:19][C:18]([O:21][CH3:22])=[CH:17][CH:16]=1)[C:6]([C:8]1[CH:13]=[CH:12][C:11]([Cl:14])=[CH:10][CH:9]=1)=[O:7])(=O)C>C(O)C.Cl>[ClH:14].[NH2:4][CH:5]([C:15]1[CH:16]=[CH:17][C:18]([O:21][CH3:22])=[CH:19][CH:20]=1)[C:6]([C:8]1[CH:9]=[CH:10][C:11]([Cl:14])=[CH:12][CH:13]=1)=[O:7] |f:3.4|. Procedure details: 45 g of 2-acetylamino-1-(4-chlorophenyl)-2-(4-methoxyphenyl)ethanone, dissolved in 300 cm3 of ethanol containing 135 cm3 of hydrochloric acid (d=1.18), are heated to reflux for 7 hours. After filtration through kieselguhr and concentration to dryness under vacuum, 200 cm3 of acetone are added to the solid residue, which is drained and washed with the same solvent, twice 75 cm3. 36 g (80%) of 2-amino-1-(4-chlorophenyl)-2-(4-methoxyphenyl)ethanone hydrochloride, an amorphous white powder, melting ...